This data is from the Open Reaction Database (ORD), a public repository of structured organic reaction records. The task is: describe an organic reaction: reactants, conditions, products, and yield Reactants: C1(=CC=C(C=C1)S(=O)(=O)O)C (p-toluene sulphonic acid), ClC1=C2C(C=C(NC2=CC(=C1)Cl)C(=O)OC)=O (methyl 5,7-dichloro-4-oxo-1,4-dihydroquinoline-2-carboxylate), OCCN1CCOCC1 (4(2-hydroxyethyl)-morpholine), C(C)OCC (diethylether). Reaction conditions: temperature 80 celsius, time 30 minute. Product: Cl.ClC1=C2C(C=C(NC2=CC(=C1)Cl)C(=O)OCCN1CCOCC1)=O (2-(4-morpholinyl)ethyl 5,7-dichloro-4-oxo-1,4-dihydroquinoline-2-carboxylate hydrochloride). RXN SMILES: [Cl:1][C:2]1[CH:11]=[C:10]([Cl:12])[CH:9]=[C:8]2[C:3]=1[C:4](=[O:17])[CH:5]=[C:6]([C:13]([O:15][CH3:16])=[O:14])[NH:7]2.C1(C)C=CC(S(O)(=O)=O)=CC=1.C(OCC)C.OC[CH2:36][N:37]1[CH2:42][CH2:41][O:40][CH2:39][CH2:38]1>>[ClH:1].[Cl:1][C:2]1[CH:11]=[C:10]([Cl:12])[CH:9]=[C:8]2[C:3]=1[C:4](=[O:17])[CH:5]=[C:6]([C:13]([O:15][CH2:16][CH2:36][N:37]1[CH2:42][CH2:41][O:40][CH2:39][CH2:38]1)=[O:14])[NH:7]2 |f:4.5|. Reported procedure: To a suspension of methyl 5,7-dichloro-4-oxo-1,4-dihydroquinoline-2-carboxylate (1 g) in 4(2-hydroxyethyl)-morpholine (10 ml) at room temperature was added p-toluene sulphonic acid (20 mg), and the reaction mixture was warmed to 80° C. for 3 hours. The cooled mixture was treated with diethylether (50 ml), the resulting precipitate collected and dissolved in methanol (10 ml) and treated with hydrogen chloride in ethylacetate (2 ml of 5M). The mixture was stirred for 30 minutes and the resulting p... Starting materials: 1-{1-(3-chlorophenyl)-2-[4-(3-phenoxnbenzyl)piperazin-1-yl]ethyl}cyclohexanol dihydrochloride, ClC=1C=C(C=CC1)C(CN1CCNCC1)C1(CCCCC1)O (1-[1-(3-chlorophenyl)-2-piperazin-1-ylethyl]cyclohexanol), O(C1=CC=CC=C1)C=1C=C(C=O)C=CC1 (3-phenoxybenzaldehyde), Cl (HCl). The product is Cl.Cl.ClC=1C=C(C=CC1)C(CN1CCN(CC1)CC1=CC(=CC=C1)OC1=CC=CC=C1)C1(CCCCC1)O (1-{1-(3-chlorophenyl)-2-[4-(3-phenoxybenzyl)piperazin-1-yl]ethyl}cyclohexanol dihydrochloride). RXN SMILES: [Cl:1][C:2]1[CH:3]=[C:4]([CH:8]([C:16]2([OH:22])[CH2:21][CH2:20][CH2:19][CH2:18][CH2:17]2)[CH2:9][N:10]2[CH2:15][CH2:14][NH:13][CH2:12][CH2:11]2)[CH:5]=[CH:6][CH:7]=1.[O:23]([C:30]1[CH:31]=[C:32]([CH:35]=[CH:36][CH:37]=1)[CH:33]=O)[C:24]1[CH:29]=[CH:28][CH:27]=[CH:26][CH:25]=1.[ClH:38]>>[ClH:1].[ClH:38].[Cl:1][C:2]1[CH:3]=[C:4]([CH:8]([C:16]2([OH:22])[CH2:17][CH2:18][CH2:19][CH2:20][CH2:21]2)[CH2:9][N:10]2[CH2:15][CH2:14][N:13]([CH2:33][C:32]3[CH:35]=[CH:36][CH:37]=[C:30]([O:23][C:24]4[CH:29]=[CH:28][CH:27]=[CH:26][CH:25]=4)[CH:31]=3)[CH2:12][CH2:11]2)[CH:5]=[CH:6][CH:7]=1 |f:3.4.5|. Reported procedure: In an analogous manner to Example 117, 1-{1-(3-chlorophenyl)-2-[4-(3-phenoxnbenzyl)piperazin-1-yl]ethyl}cyclohexanol dihydrochloride was prepared from 1-[1-(3-chlorophenyl)-2-piperazin-1-ylethyl]cyclohexanol (see Example 1) and 3-phenoxybenzaldehyde. MS (ESI) m/z 505/507 ([M+H]+); HRMS: calcd for C31H37ClN2O2. 2.00 HCl, 576.2077; found (ESI_FT), 505.26266. The product is O=C(O)c1ccc(C(=O)NCc2cn(-c3ccccc3)c3cc(Cl)ccc3c2=O)cc1. Reaction SMILES: [Cl:1][c:2]1[cH:3][cH:4][c:5]2[c:6](=[O:32])[c:7]([CH2:18][NH:19][C:20](=[O:21])[c:22]3[cH:23][cH:24][c:25]([C:26](=[O:27])[O:28][CH3:29])[cH:30][cH:31]3)[cH:8][n:9](-[c:12]3[cH:13][cH:14][cH:15][cH:16][cH:17]3)[c:10]2[cH:11]1.[Li+:35].[O:36]1[CH2:37][CH2:38][CH2:39][CH2:40]1.[OH-:34].[OH2:33].[OH2:41]>>[Cl:1][c:2]1[cH:3][cH:4][c:5]2[c:6](=[O:32])[c:7]([CH2:18][NH:19][C:20](=[O:21])[c:22]3[cH:23][cH:24][c:25]([C:26](=[O:27])[OH:28])[cH:30][cH:31]3)[cH:8][n:9](-[c:12]3[cH:13][cH:14][cH:15][cH:16][cH:17]3)[c:10]2[cH:11]1. Starting materials: COC(=O)c1ccc(C(=O)NCc2cn(-c3ccccc3)c3cc(Cl)ccc3c2=O)cc1, [Li+], C1CCOC1, [OH-], O, O.